Dataset: the Open Reaction Database (ORD), a public repository of structured organic reaction records. Task: describe an organic reaction: reactants, conditions, products, and yield Starting materials: BrC1=C2C=CC(N(C2=CC(=C1)C=1CCN(CC1)C(C)(C)C)C1=C(C=CC=C1Cl)Cl)=O (5-bromo-7-(1-tert-butyl-1,2,3,6-tetrahydropyridin-4-yl)-1-(2,6-dichlorophenyl)quinolin-2(1H)-one), FC=1C=C(C=C(C1)F)B(O)O (3,5-difluorophenylboronic acid), C(=O)(C(F)(F)F)O (TFA). Product: C(C)(C)(C)N1CCC(CC1)C1=CC(=C2C=CC(N(C2=C1)C1=C(C=CC=C1Cl)Cl)=O)C1=CC=C(C=C1)F (7-(1-tert-Butylpiperidin-4-yl)-1-(2,6-dichlorophenyl)-5-(4-fluorophenyl)quinolin-2(1H)-one). As a reaction SMILES: Br[C:2]1[CH:11]=[C:10]([C:12]2[CH2:13][CH2:14][N:15]([C:18]([CH3:21])([CH3:20])[CH3:19])[CH2:16][CH:17]=2)[CH:9]=[C:8]2[C:3]=1[CH:4]=[CH:5][C:6](=[O:30])[N:7]2[C:22]1[C:27]([Cl:28])=[CH:26][CH:25]=[CH:24][C:23]=1[Cl:29].[F:31][C:32]1[CH:33]=[C:34](B(O)O)[CH:35]=[C:36](F)[CH:37]=1.C(O)(C(F)(F)F)=O>>[C:18]([N:15]1[CH2:14][CH2:13][CH:12]([C:10]2[CH:9]=[C:8]3[C:3]([CH:4]=[CH:5][C:6](=[O:30])[N:7]3[C:22]3[C:27]([Cl:28])=[CH:26][CH:25]=[CH:24][C:23]=3[Cl:29])=[C:2]([C:35]3[CH:34]=[CH:33][C:32]([F:31])=[CH:37][CH:36]=3)[CH:11]=2)[CH2:17][CH2:16]1)([CH3:19])([CH3:21])[CH3:20]. Procedure details: The title compound was prepared from 5-bromo-7-(1-tert-butyl-1,2,3,6-tetrahydropyridin-4-yl)-1-(2,6-dichlorophenyl)quinolin-2(1H)-one (INTERMEDIATE ABA5) and using 3,5-difluorophenylboronic acid as described in EXAMPLE ABA11. 1H NMR (CD3OD, 500 MHz) TFA salt: δ 1.416 (s, 9H), 1.827 (m, 2H), 2.119 (d, J=14.7 Hz, 2H), 2.948 (m, 1H), 3.063 (t, J=11.0 Hz, 2H), 3.675 (d, J=12.6 Hz, 2H), 6.497 (s, 1H), 6.747 (d, J=9.9 Hz, 1H). 7.122 (m, 3H), 7.249 (s, 1H), 7.619 (t, J=7.6 Hz, 1H), 7.728 (m, 2H), 7.987...